From a dataset of the Open Reaction Database (ORD), a public repository of structured organic reaction records. describe an organic reaction: reactants, conditions, products, and yield Reactants: O=[N+]([O-])c1ccc(Cl)cc1, [K+], [OH-], OCc1ccncc1. The product is O=[N+]([O-])c1ccc(OCc2ccncc2)cc1. As a reaction SMILES: [Cl:11][c:12]1[cH:13][cH:14][c:15]([N+:18](=[O:19])[O-:20])[cH:16][cH:17]1.[K+:10].[OH-:9].[OH:1][CH2:2][c:3]1[cH:4][cH:5][n:6][cH:7][cH:8]1>>[O:1]([CH2:2][c:3]1[cH:4][cH:5][n:6][cH:7][cH:8]1)[c:12]1[cH:13][cH:14][c:15]([N+:18](=[O:19])[O-:20])[cH:16][cH:17]1. Starting materials: O (water), [OH-].[K+] (potassium hydroxide), COC1=CC=C2C=C(NC2=C1)C(=O)OC (Methyl 6-methoxyindole-2-carboxylate). The solvent is O1CCOCC1 (dioxane). Reaction conditions: time 1.5 hour. Product: COC1=CC=C2C=C(NC2=C1)C(=O)O (6-Methoxyindole-2-carboxylic acid). RXN SMILES: [CH3:1][O:2][C:3]1[CH:11]=[C:10]2[C:6]([CH:7]=[C:8]([C:12]([O:14]C)=[O:13])[NH:9]2)=[CH:5][CH:4]=1.O.[OH-].[K+]>O1CCOCC1>[CH3:1][O:2][C:3]1[CH:11]=[C:10]2[C:6]([CH:7]=[C:8]([C:12]([OH:14])=[O:13])[NH:9]2)=[CH:5][CH:4]=1 |f:2.3|. Reported procedure: Methyl 6-methoxyindole-2-carboxylate (PREPARATION 62, 571 g) is dissolved in 70 ml of dioxane and 7 ml of water and 1.87 g of crushed potassium hydroxide are added. The reaction is heated to 50° and stirred 1.5 hr. The reaction mixture is acidified to pH 4-5 and extracted several times with methanol/chloroform (10/90). The organic layers are combined and dried over anhydrous magnesium sulfate and concentrated under reduced pressure to give the title acid, NMR (300 MHz, d4-CD3OD) 7.47, 7.08, 6.90...